From a dataset of the Open Reaction Database (ORD), a public repository of structured organic reaction records. describe an organic reaction: reactants, conditions, products, and yield Reactants: N1=CC=CC=2CCCC(C12)N (5,6,7,8-tetrahydro-quinolin-8-ylamine), C(C)(C)(C)OC(NC=1C(=NC=CC1)C=O)=O ((2-formyl-pyridin-3-yl)-carbamic acid tert-butyl ester), [BH-](OC(=O)C)(OC(=O)C)OC(=O)C.[Na+] (NaBH(OAc)3). Run in C(Cl)Cl (CH2Cl2). The product is C(C)(C)(C)OC(NC=1C(=NC=CC1)CNC1CCCC=2C=CC=NC12)=O ({2-[(5,6,7,8-tetrahydro-quinolin-8-ylamino)-methyl]-pyridin-3-yl}-carbamic acid tert-butyl ester). As a reaction SMILES: [N:1]1[C:10]2[CH:9]([NH2:11])[CH2:8][CH2:7][CH2:6][C:5]=2[CH:4]=[CH:3][CH:2]=1.[C:12]([O:16][C:17](=[O:27])[NH:18][C:19]1[C:20]([CH:25]=O)=[N:21][CH:22]=[CH:23][CH:24]=1)([CH3:15])([CH3:14])[CH3:13].[BH-](OC(C)=O)(OC(C)=O)OC(C)=O.[Na+]>C(Cl)Cl>[C:12]([O:16][C:17](=[O:27])[NH:18][C:19]1[C:20]([CH2:25][NH:11][CH:9]2[C:10]3[N:1]=[CH:2][CH:3]=[CH:4][C:5]=3[CH2:6][CH2:7][CH2:8]2)=[N:21][CH:22]=[CH:23][CH:24]=1)([CH3:15])([CH3:14])[CH3:13] |f:2.3|. Procedure: Using General Procedure B: Reaction of 5,6,7,8-tetrahydro-quinolin-8-ylamine in CH2Cl2 with (2-formyl-pyridin-3-yl)-carbamic acid tert-butyl ester and NaBH(OAc)3 gave {2-[(5,6,7,8-tetrahydro-quinolin-8-ylamino)-methyl]-pyridin-3-yl}-carbamic acid tert-butyl ester as a yellow oil. 1H NMR (CDCl3) δ 1.51 (s, 9H), 1.85-1.94 (m, 2H), 1.98-2.08 (m, 2H), 2.78-2.84 (m, 2H), 3.82-3.86 (m, 1H), 4.19 (s, 2H), 7.11-7.19 (m, 2H), 7.42 (d, 1H, J=7.1 Hz), 8.15-8.17 (m, 1H), 8.28 (d, 1H, J=8.0 Hz), 8.44 (d, 1H,...